Dataset: the Open Reaction Database (ORD), a public repository of structured organic reaction records. Task: describe an organic reaction: reactants, conditions, products, and yield Reactants: N(=[N+]=[N-])C1CCC2=C(N(C1=O)CC)C=CC(=C2OC)[N+](=O)[O-] ((+/−)-3-Azido-1-ethyl-6-methoxy-7-nitro-1,3,4,5-tetrahydro-benzo[b]azepin-2-one), C1=CC=C(C=C1)P(C2=CC=CC=C2)C3=CC=CC=C3 (Triphenylphosphine Resin), O1CCCC1 (Tetrahydrofuran). Solvent: O (Water). The product is NC1CCC2=C(N(C1=O)CC)C=CC(=C2OC)[N+](=O)[O-] ((+/−)-3-Amino-1-ethyl-6-methoxy-7-nitro-1,3,4,5-tetrahydro-benzo[b]azepin-2-one). RXN SMILES: [N:1]([CH:4]1[C:10](=[O:11])[N:9]([CH2:12][CH3:13])[C:8]2[CH:14]=[CH:15][C:16]([N+:20]([O-:22])=[O:21])=[C:17]([O:18][CH3:19])[C:7]=2[CH2:6][CH2:5]1)=[N+]=[N-].C1C=CC(P(C2C=CC=CC=2)C2C=CC=CC=2)=CC=1.O1CCCC1>O>[NH2:1][CH:4]1[C:10](=[O:11])[N:9]([CH2:12][CH3:13])[C:8]2[CH:14]=[CH:15][C:16]([N+:20]([O-:22])=[O:21])=[C:17]([O:18][CH3:19])[C:7]=2[CH2:6][CH2:5]1. Procedure details: Combined (+/−)-3-Azido-1-ethyl-6-methoxy-7-nitro-1,3,4,5-tetrahydro-benzo[b]azepin-2-one (280 mg), Triphenylphosphine Resin (1.0 mmol/g loading; 1.83 g,), Tetrahydrofuran (25 mL) and Water (0.25 mL) and stir at rt overnight. Filter and concentrate. Strip down from benzene to remove water. (+/−)-3-Amino-1-ethyl-6-methoxy-7-nitro-1,3,4,5-tetrahydro-benzo[b]azepin-2-one as an orangish oil isolated (251 mgs). 1H-NMR (CDCl3, 400 MHz): 7.84 (d, J=8.8 Hz, 1H), 7.10 (d, J=8.9 Hz, 1H), 4.36-4.28 (m, 1H),... Reactants: NC(=O)N (urea), NCCCCO (4-amino-1-butanol). Yields the product OCCCCNC(=O)N (monohydroxybutylurea). Reaction SMILES: [NH2:1][C:2]([NH2:4])=[O:3].N[CH2:6][CH2:7][CH2:8][CH2:9][OH:10]>>[OH:10][CH2:9][CH2:8][CH2:7][CH2:6][NH:1][C:2]([NH2:4])=[O:3]. Procedure details: A mixture of 6.0 g (0.1 mole) of urea and 9.8 g (0.11 mole) of 4-amino-1-butanol was heated at 130°-135° C. for 4 hours to form monohydroxybutylurea. Without isolation the reaction mixture was cooled to 70° C. and then 31.0 g (0.21 mole) of chloral was slowly added while the temperature was maintained below 80° C. using external cooling. The reaction mixture was vigorously stirred and heated at 80°-85° C. for 1 hour. On cooling 43 g of a viscous syrupy product was isolated. Reactants: [Si](C)(C)(C(C)(C)C)O[C@@H]1C=2C(=C(C(=NC2CC(C1)(C)C)C1CCCC1)C=O)I ((S)-5-(tert-butyldimethylsilyloxy)-2-cyclopentyl-4-iodo-7,7-dimethyl-5,6,7,8-tetrahydroquinoline-3-carbaldehyde), C(C)(C)(C)C=1C=C(C=CC1)[Mg]Br (3-tert.-butylphenylmagnesium bromide). The product is [Si](C)(C)(C(C)(C)C)O[C@@H]1C=2C(=C(C(=NC2CC(C1)(C)C)C1CCCC1)C(O)C1=CC(=CC=C1)C(C)(C)C)I (((S)-5-(tert-butyldimethylsilyloxy)-2-cyclopentyl-4-iodo-7,7-dimethyl-5,6,7,8-tetrahydroquinolin-3-yl)(3-tert-butylphenyl)methanol). Reaction SMILES: [Si:1]([O:8][C@H:9]1[CH2:18][C:17]([CH3:20])([CH3:19])[CH2:16][C:15]2[N:14]=[C:13]([CH:21]3[CH2:25][CH2:24][CH2:23][CH2:22]3)[C:12]([CH:26]=[O:27])=[C:11]([I:28])[C:10]1=2)([C:4]([CH3:7])([CH3:6])[CH3:5])([CH3:3])[CH3:2].[C:29]([C:33]1[CH:34]=[C:35]([Mg]Br)[CH:36]=[CH:37][CH:38]=1)([CH3:32])([CH3:31])[CH3:30]>>[Si:1]([O:8][C@H:9]1[CH2:18][C:17]([CH3:20])([CH3:19])[CH2:16][C:15]2[N:14]=[C:13]([CH:21]3[CH2:22][CH2:23][CH2:24][CH2:25]3)[C:12]([CH:26]([C:37]3[CH:36]=[CH:35][CH:34]=[C:33]([C:29]([CH3:32])([CH3:31])[CH3:30])[CH:38]=3)[OH:27])=[C:11]([I:28])[C:10]1=2)([C:4]([CH3:5])([CH3:6])[CH3:7])([CH3:3])[CH3:2]. Procedure details: Obtained by starting from (S)-5-(tert-butyldimethylsilyloxy)-2-cyclopentyl-4-iodo-7,7-dimethyl-5,6,7,8-tetrahydroquinoline-3-carbaldehyde and 3-tert.-butylphenylmagnesium bromide. The product is obtained as a diastereomic mixture, which is used directly in the next step. Starting materials: CCC=CCC (3-hexene), CC\C=C\CC (trans-3-hexene), CCC=CCC (3-hexene), CC\C=C/CC (cis-3-hexene), 455. Run in CN1CCCC1=O (NMP), CN1CCCC1=O (NMP). Product: CCC=CCC (3-hexene), C=CCCCC (1-hexene). Reaction SMILES: [CH3:1][CH2:2][CH:3]=[CH:4][CH2:5][CH3:6].[CH3:7][CH2:8]/[CH:9]=[CH:10]\[CH2:11][CH3:12].CC/C=C/CC>CN1C(=O)CCC1>[CH3:1][CH2:2][CH:3]=[CH:4][CH2:5][CH3:6].[CH2:7]=[CH:8][CH2:9][CH2:10][CH2:11][CH3:12]. Procedure details: The 3-hexene feedstock was assumed to have a composition of 33 wt % cis-3-hexene and 67 wt % trans-3-hexene. The normal boiling points for 1-, 2-, and 3-hexene are listed in Example 2. The normal boiling for NMP, the extraction solvent in this example, is 204° C. (400° F.). The isomerization reaction was assumed to occur at the bottom of the column. The column was assumed to have 150 theoretical stages, a kettle reboiler, and a total condenser. The operating conditions for the column consisted o...